This data is from the Open Reaction Database (ORD), a public repository of structured organic reaction records. The task is: describe an organic reaction: reactants, conditions, products, and yield Starting materials: O1CC(C1)=O (3-Oxetanone), C(C)(=O)O[BH-](OC(C)=O)OC(C)=O.[Na+] (sodium triacetoxyborohydride), C(C)(C)N(C(C)C)CC (N,N-diisopropylethylamine), FC(C(=O)O)(F)F.COC=1C=C(C=CC1N1CCNCC1)C=1N=C(C=2N(C1)N=CC2C)O[C@H](C)[C@@H]2CC(NC2)=O ((R)-4-((R)-1-(6-(3-methoxy-4-(piperazin-1-yl)phenyl)-3-methylpyrazolo[1,5-a]pyrazin-4-yloxy)ethyl)pyrrolidin-2-one 2,2,2-trifluoroacetate). Run in C1CCOC1 (THF), C(C)(=O)OCC (ethyl acetate). Run at temperature 50 celsius, time 3 hour. Yields the product COC=1C=C(C=CC1N1CCN(CC1)C1COC1)C=1N=C(C=2N(C1)N=CC2C)O[C@H](C)[C@@H]2CC(NC2)=O ((R)-4-((R)-1-((6-(3-methoxy-4-(4-(oxetan-3-yl)piperazin-1-yl)phenyl)-3-methylpyrazolo[1,5-a]pyrazin-4-yl)oxy)ethyl)pyrrolidin-2-one). Isolated yield 44.4%. Reaction SMILES: C(N(CC)C(C)C)(C)C.FC(F)(F)C(O)=O.[CH3:17][O:18][C:19]1[CH:20]=[C:21]([C:31]2[N:32]=[C:33]([O:41][C@@H:42]([C@H:44]3[CH2:48][NH:47][C:46](=[O:49])[CH2:45]3)[CH3:43])[C:34]3[N:35]([N:37]=[CH:38][C:39]=3[CH3:40])[CH:36]=2)[CH:22]=[CH:23][C:24]=1[N:25]1[CH2:30][CH2:29][NH:28][CH2:27][CH2:26]1.[O:50]1[CH2:53][C:52](=O)[CH2:51]1.C(O[BH-](OC(=O)C)OC(=O)C)(=O)C.[Na+]>C1COCC1.C(OCC)(=O)C>[CH3:17][O:18][C:19]1[CH:20]=[C:21]([C:31]2[N:32]=[C:33]([O:41][C@@H:42]([C@H:44]3[CH2:48][NH:47][C:46](=[O:49])[CH2:45]3)[CH3:43])[C:34]3[N:35]([N:37]=[CH:38][C:39]=3[CH3:40])[CH:36]=2)[CH:22]=[CH:23][C:24]=1[N:25]1[CH2:26][CH2:27][N:28]([CH:52]2[CH2:53][O:50][CH2:51]2)[CH2:29][CH2:30]1 |f:1.2,4.5|. Reported procedure: N,N-diisopropylethylamine (0.02 mL, 0.09 mmol) was added to a mixture of (R)-4-((R)-1-(6-(3-methoxy-4-(piperazin-1-yl)phenyl)-3-methylpyrazolo[1,5-a]pyrazin-4-yloxy)ethyl)pyrrolidin-2-one 2,2,2-trifluoroacetate 5.60 (21.45 mg, 0.04 mmol) in THF (1.5 mL) at room temperature. 3-Oxetanone (0.03 mL, 0.39 mmol) was added, followed by sodium triacetoxyborohydride (58 mg, 0.27 mmol) and mixture was heated at 50° C. After 3 hours, mixture was cooled to room temperature, diluted with 20 mL ethyl acetate,... Starting materials: C(C)(C)NC(C)C (Diisopropylamine), product, C(C)(C)[N-]C(C)C.[Li+] (LDA), C(C)I (Ethyl iodide), ClC1=CC(=NC=C1F)C (4-chloro-5-fluoro-2-picoline), C(CCC)[Li] (n-Butyllithium), solution, amine, resultant solution, C(C)(C)[N-]C(C)C.[Li+] (lithium diisopropylamide), resultant solution. The solvent is C1CCOC1 (THF), C1CCOC1 (THF), C1CCOC1 (THF). Reaction conditions: temperature -78 celsius, time 5 hour. Product: ClC1=CC(=NC=C1F)CCC (4-Chloro-5-fluoro-2-propyl-pyridine). As a reaction SMILES: [CH:1](NC(C)C)(C)[CH3:2].C([Li])CCC.C([N-]C(C)C)(C)C.[Li+].[Cl:21][C:22]1[C:27]([F:28])=[CH:26][N:25]=[C:24]([CH3:29])[CH:23]=1.C(I)C>C1COCC1>[Cl:21][C:22]1[C:27]([F:28])=[CH:26][N:25]=[C:24]([CH2:29][CH2:1][CH3:2])[CH:23]=1 |f:2.3|. Procedure: Diisopropylamine (924 μL, 6.59 mmol) was dissolved in 9 mL of dry THF and the resultant solution was cooled to 0° C. in an ice bath. n-Butyllithium (3.07 mL of a 2.05M solution in THF, 6.29 mmol) was added via syringe to the amine solution and the resultant solution was stirred for 30 minutes at 0° C. The lithium diisopropylamide (LDA) solution was then cooled to -50° C. in an isopropyl alcohol/dry ice bath. To the cold LDA solution was added, dropwise from an addition funnel, over a 15 min peri... Reported procedure: Treatment of (±)-(7-tert-butyl-5-chloro-2,3-dihydro-1-benzofuran-2-yl)methyl 4-methylbenzenesulfonate (13.74 g, 34.8 mmol) with sodium azide (9.05 g, 0.139 mol) generally according to the procedure described for Intermediate 98 afforded (±)-2-(azidomethyl)-7-tert-butyl-5-chloro-2,3-dihydro-1-benzofuran. Treatment of the azide with triphenylphoshine (9.13 g, 34.8 mmol) generally according to the procedure described for Example 21 afforded 4.43 (46 of (±)-1-(7-tert-butyl-5-chloro-2,3-dihydro-1-ben... Reaction SMILES: CC1C=CC(S(OCC2CC3C=C(Cl)C=C(C(C)(C)C)C=3O2)(=O)=O)=CC=1.[N-]=[N+]=[N-].[Na+].[N:31]([CH2:34][CH:35]1[CH2:39][C:38]2[CH:40]=[C:41]([Cl:48])[CH:42]=[C:43]([C:44]([CH3:47])([CH3:46])[CH3:45])[C:37]=2[O:36]1)=[N+]=[N-].[N-]=[N+]=[N-].C1(P(C2C=CC=CC=2)C2C=CC=CC=2)C=CC=CC=1>>[C:44]([C:43]1[C:37]2[O:36][CH:35]([CH2:34][NH2:31])[CH2:39][C:38]=2[CH:40]=[C:41]([Cl:48])[CH:42]=1)([CH3:47])([CH3:45])[CH3:46] |f:1.2|. Yields the product C(C)(C)(C)C1=CC(=CC=2CC(OC21)CN)Cl ((±)-1-(7-tert-butyl-5-chloro-2,3-dihydro-1-benzofuran-2-yl)methanamine), hydrochloride salt. Starting materials: N(=[N+]=[N-])CC1OC2=C(C1)C=C(C=C2C(C)(C)C)Cl ((±)-2-(azidomethyl)-7-tert-butyl-5-chloro-2,3-dihydro-1-benzofuran), Intermediate 98, C1(=CC=CC=C1)P(C1=CC=CC=C1)C1=CC=CC=C1 (triphenylphoshine), CC1=CC=C(C=C1)S(=O)(=O)OCC1OC2=C(C1)C=C(C=C2C(C)(C)C)Cl ((±)-(7-tert-butyl-5-chloro-2,3-dihydro-1-benzofuran-2-yl)methyl 4-methylbenzenesulfonate), [N-]=[N+]=[N-].[Na+] (sodium azide), [N-]=[N+]=[N-] (azide). Starting materials: BrC=1C=C(C(=O)OC)C=CC1N1CCN(CC1)CCO (Methyl 3-bromo-4-[4-(2-hydroxyethyl)piperazin-1-yl]benzoate), O (water), [H-].[Na+] (sodium hydride), C(C1=CC=CC=C1)Br (benzyl bromide). The solvent is CN(C=O)C (N,N-dimethylformamide). Conditions: time 15 hour. Product: C(C1=CC=CC=C1)OCCN1CCN(CC1)C1=C(C=C(C(=O)OC)C=C1)Br (methyl 4-{4-[2-(benzyloxy)ethyl]piperazin-1-yl}-3-bromobenzoate). Yield: 34.1%. Reaction SMILES: [Br:1][C:2]1[CH:3]=[C:4]([CH:9]=[CH:10][C:11]=1[N:12]1[CH2:17][CH2:16][N:15]([CH2:18][CH2:19][OH:20])[CH2:14][CH2:13]1)[C:5]([O:7][CH3:8])=[O:6].[H-].[Na+].[CH2:23](Br)[C:24]1[CH:29]=[CH:28][CH:27]=[CH:26][CH:25]=1.O>CN(C)C=O>[CH2:23]([O:20][CH2:19][CH2:18][N:15]1[CH2:16][CH2:17][N:12]([C:11]2[CH:10]=[CH:9][C:4]([C:5]([O:7][CH3:8])=[O:6])=[CH:3][C:2]=2[Br:1])[CH2:13][CH2:14]1)[C:24]1[CH:29]=[CH:28][CH:27]=[CH:26][CH:25]=1 |f:1.2|. Procedure details: Methyl 3-bromo-4-[4-(2-hydroxyethyl)piperazin-1-yl]benzoate (100 mg, 0.291 mmol) was dried with a vacuum pump, and dissolved in N,N-dimethylformamide (2.9 mL). Under ice-cold conditions, sodium hydride (15.2 mg, 0.350 mmol) and benzyl bromide (38 μL, 0.320 mmol) were added sequentially, and the mixture was stirred at room temperature for 15 hours. The reaction solution was added water under ice-cold conditions, extracted with ethyl acetate. The organic layer was washed with brine, dried over anh... As a reaction SMILES: [Na].[CH2:2]([O:4][C:5]([CH:7]([P:9](=[O:16])([O:13][CH2:14][CH3:15])[O:10][CH2:11][CH3:12])[CH3:8])=[O:6])[CH3:3].Br[C:18]([CH3:22])([CH:20]=C)[CH3:19]>C(O)C>[CH2:2]([O:4][C:5]([CH:7]([P:9]([O:10][CH2:11][CH3:12])(=[O:16])[O:13][CH2:14][CH3:15])[CH2:8][CH:19]=[C:18]([CH3:22])[CH3:20])=[O:6])[CH3:3] |^1:0|. Yields the product C(C)OC(=O)C(CC=C(C)C)P(OCC)(=O)OCC (diethyl 1-ethoxycarbonyl-4-methyl-pent-3-ene-1-phosphonate). Reaction conditions: time 1 hour. Reported procedure: The diethyl 2-ethoxycarbonly-5-methyl-hex-4-ene-2-phosphonate used in this reaction was prepared by the following procedure. 4.8 Parts of sodium metal were dissolved in 200 parts of absolute ethanol and to this solution was added 50 parts of diethyl 1-ethoxycarbonyl-ethylphosphonate. To this stirred reaction mixture at room temperature was added 31.3 parts of 2-bromo-2-methyl-but-3-ene dropwise over 1 hour. On completion of the addition stirring was continued for 1 hour at room temperature and t... Solvent: C(C)O (ethanol). Starting materials: diethyl 2-ethoxycarbonly-5-methyl-hex-4-ene-2-phosphonate, [Na] (sodium), BrC(C)(C=C)C (2-bromo-2-methyl-but-3-ene), C(C)OC(=O)C(C)P(OCC)(OCC)=O (diethyl 1-ethoxycarbonyl-ethylphosphonate).